From a dataset of the Open Reaction Database (ORD), a public repository of structured organic reaction records. describe an organic reaction: reactants, conditions, products, and yield The reactants are C1CCOC1, CC1C(=O)CCN1C(=O)OCc1ccccc1, CCCC[N+](CCCC)(CCCC)CCCC, C[Si](C)(C)C(F)(F)F, O. The product is CC1N(C(=O)OCc2ccccc2)CCC1(O)C(F)(F)F. As a reaction SMILES: [CH2:44]1[O:45][CH2:46][CH2:47][CH2:48]1.[CH3:1][CH:2]1[N:3]([C:8](=[O:9])[O:10][CH2:11][c:12]2[cH:13][cH:14][cH:15][cH:16][cH:17]2)[CH2:4][CH2:5][C:6]1=[O:7].[CH3:26][CH2:27][CH2:28][CH2:29][N+:30]([CH2:31][CH2:32][CH2:33][CH3:34])([CH2:35][CH2:36][CH2:37][CH3:38])[CH2:39][CH2:40][CH2:41][CH3:42].[F:18][C:19]([F:20])([F:21])[Si:22]([CH3:23])([CH3:24])[CH3:25].[OH2:43]>>[CH3:1][CH:2]1[N:3]([C:8](=[O:9])[O:10][CH2:11][c:12]2[cH:13][cH:14][cH:15][cH:16][cH:17]2)[CH2:4][CH2:5][C:6]1([OH:7])[C:19]([F:18])([F:20])[F:21]. The reactants are ClC1=C(C=CC(=C1)[N+](=O)[O-])C#CCO (3-(2-chloro-4-nitro-phenyl)-prop-2-yn-1-ol), [H][H] (hydrogen). Reagents/catalysts: [Ni] (Raney nickel). Solvent: C1CCOC1 (THF). Run at time 12 hour. Product: ClC1=C(C=CC(=C1)[N+](=O)[O-])CCCO (3-(2-chloro-4-nitro-phenyl)-propan-1-ol). As a reaction SMILES: [Cl:1][C:2]1[CH:7]=[C:6]([N+:8]([O-:10])=[O:9])[CH:5]=[CH:4][C:3]=1[C:11]#[C:12][CH2:13][OH:14].[H][H]>[Ni].C1COCC1>[Cl:1][C:2]1[CH:7]=[C:6]([N+:8]([O-:10])=[O:9])[CH:5]=[CH:4][C:3]=1[CH2:11][CH2:12][CH2:13][OH:14]. Procedure: A suspension of 1.25 g (6.808 mmol) 3-(2-chloro-4-nitro-phenyl)-prop-2-yn-1-ol and 1.00 g Raney nickel in 50 mL THF was hydrogenated for 12 h at RT and 25 psi hydrogen pressure. The catalyst was filtered off and the filtrate was evaporated down i. vac. Starting materials: NC=1C=C(C=CC1)CCS(=O)(=O)N (2-(3-Aminophenyl)ethanesulfonamide), ClC1=NC(=NC=N1)NC=1C=C(C=CC1)CS(=O)(=O)N (3-[(4-Chloro-1,3,5-triazin-2-yl)amino]benzenemethanesulfonamide), ClC1=NC=NC(=N1)Cl (2,4-dichloro-1,3,5-triazine). Product: ClC1=NC(=NC=N1)NC=1C=C(C=CC1)CCS(=O)(=O)N (2-[3-((4-Chloro-1,3,5-triazin-2-yl)amino)phenyl]ethanesulfonamide), desired product A5. Reaction SMILES: [Cl:1][C:2]1[N:7]=[CH:6][N:5]=[C:4]([NH:8][C:9]2[CH:10]=[C:11]([CH2:15]S(N)(=O)=O)[CH:12]=[CH:13][CH:14]=2)[N:3]=1.ClC1N=C(Cl)N=CN=1.NC1C=C(C[CH2:36][S:37]([NH2:40])(=[O:39])=[O:38])C=CC=1>>[Cl:1][C:2]1[N:7]=[CH:6][N:5]=[C:4]([NH:8][C:9]2[CH:10]=[C:11]([CH2:15][CH2:36][S:37]([NH2:40])(=[O:39])=[O:38])[CH:12]=[CH:13][CH:14]=2)[N:3]=1. Procedure details: A4 was prepared following the general procedure reported for A1 using 2,4-dichloro-1,3,5-triazine and 2-(3-aminophenyl)ethanesulfonamide A3 as reacting agents. The crude product was purified by flash chromatography on silica gel (DCM/MeOH=100:0 to 4:1) to yield the desired product A5 (54%, 65% purity) as a brown solid. MS (ES) C11H12ClN5O2S requires: 313. found: 314 (M+H)+. Starting materials: monohydrate, NCC(C(=O)OC)C (methyl 3-amino-2-methylpropanoate), ON1N=NC2=C1C=CC=C2 (1-hydroxybenzotriazole), C1(CCCCC1)C(C=1C(=NN(C1)C1=CC(=CC=C1)OCC)CC)NC1=CC=C(C(=O)O)C=C1 (4-({Cyclohexyl[1-(3-ethoxyphenyl)-3-ethyl-1H-pyrazol-4-yl]methyl}amino)benzoic acid), C1(CCCCC1)C(C=1C(=NN(C1)C1=CC(=CC=C1)OCC)CC)NC1=CC=C(C(=O)O)C=C1 (4-({cyclohexyl[1-(3-ethoxyphenyl)-3-ethyl-1H-pyrazol-4-yl]methyl}amino)benzoic acid), Cl.C(C)N=C=NCCCN(C)C (1-ethyl-3-(3-dimethylaminopropyl)carbodiimide hydrochloride). Solvent: O (Water), CN(C=O)C (N,N-dimethylformamide). Conditions: time 8 hour. Yields the product C1(CCCCC1)C(C=1C(=NN(C1)C1=CC(=CC=C1)OCC)CC)NC1=CC=C(C=C1)C(=O)NCC(C(=O)OC)C (methyl 3-({[4-({cyclohexyl[1-(3-ethoxyphenyl)-3-ethyl-1H-pyrazol-4-yl]methyl}amino)phenyl]carbonyl}amino)-2-methylpropanoate). The yield is 13.6%. RXN SMILES: [CH:1]1([CH:7]([NH:24][C:25]2[CH:33]=[CH:32][C:28]([C:29](O)=[O:30])=[CH:27][CH:26]=2)[C:8]2[C:9]([CH2:22][CH3:23])=[N:10][N:11]([C:13]3[CH:18]=[CH:17][CH:16]=[C:15]([O:19][CH2:20][CH3:21])[CH:14]=3)[CH:12]=2)[CH2:6][CH2:5][CH2:4][CH2:3][CH2:2]1.Cl.C(N=C=NCCCN(C)C)C.ON1C2C=CC=CC=2N=N1.[NH2:56][CH2:57][CH:58]([CH3:63])[C:59]([O:61][CH3:62])=[O:60]>CN(C)C=O.O>[CH:1]1([CH:7]([NH:24][C:25]2[CH:33]=[CH:32][C:28]([C:29]([NH:56][CH2:57][CH:58]([CH3:63])[C:59]([O:61][CH3:62])=[O:60])=[O:30])=[CH:27][CH:26]=2)[C:8]2[C:9]([CH2:22][CH3:23])=[N:10][N:11]([C:13]3[CH:18]=[CH:17][CH:16]=[C:15]([O:19][CH2:20][CH3:21])[CH:14]=3)[CH:12]=2)[CH2:2][CH2:3][CH2:4][CH2:5][CH2:6]1 |f:1.2|. Procedure details: 4-({Cyclohexyl[1-(3-ethoxyphenyl)-3-ethyl-1H-pyrazol-4-yl]methyl}amino)benzoic acid (0.18 g) synthesized in the above-mentioned (2) was dissolved in N,N-dimethylformamide (3 mL), 1-ethyl-3-(3-dimethylaminopropyl)carbodiimide hydrochloride (0.11 g), 1-hydroxybenzotriazole.monohydrate (0.09 g) and methyl 3-amino-2-methylpropanoate (0.07 g) were added at room temperature, and the mixture was stirred overnight. Water was added to the reaction mixture, and the mixture was extracted with diethyl ether... Reactants: COC(C1=CC(=CC(=C1)OC)SC(N(C)C)=O)=O (3-dimethylcarbamylthio-5-methoxybenzoic acid methyl ester), CO[Na] (MeONa), Cl (HCl). Procedure details: To a stirred solution of 3-dimethylcarbamylthio-5-methoxybenzoic acid methyl ester (500 mg, 1.86 mmol) in THF (10 mL) at room temperature was added MeONa (0.5 M in MeOH, 10.0 mL, 5.0 mmol, 2.69 eq.). The reaction was refluxed for 2 h, then cooled to room temperature and added to 1.0 N HCl aqueous solution (150 mL). The resulting mixture was extracted with EtOAc/hexanes (1:1, 150 mL). The organic layer was washed with brine (100 mL), dried over MgSO4 and concentrated in vacuo to give 3-mercapto-5... The yield is 99.0%. As a reaction SMILES: [CH3:1][O:2][C:3](=[O:18])[C:4]1[CH:9]=[C:8]([O:10][CH3:11])[CH:7]=[C:6]([S:12]C(=O)N(C)C)[CH:5]=1.CO[Na].Cl>C1COCC1>[CH3:1][O:2][C:3](=[O:18])[C:4]1[CH:9]=[C:8]([O:10][CH3:11])[CH:7]=[C:6]([SH:12])[CH:5]=1. Product: COC(C1=CC(=CC(=C1)OC)S)=O (3-mercapto-5-methoxybenzoic acid methyl ester). Solvent: C1CCOC1 (THF). The reactants are CCOC(=O)C (EtOAc), O (water), BrC=1C=NC=C(C1N)[N+](=O)[O-] (3-bromo-5-nitropyridin-4-amine), N1CCOCC1 (morpholine). Product: O1CCN(CC1)C=1C=NC=C(C1N)[N+](=O)[O-] (3-morpholino-5-nitropyridin-4-amine). Reaction SMILES: Br[C:2]1[CH:3]=[N:4][CH:5]=[C:6]([N+:9]([O-:11])=[O:10])[C:7]=1[NH2:8].CCOC(C)=O.O.[NH:19]1[CH2:24][CH2:23][O:22][CH2:21][CH2:20]1>>[O:22]1[CH2:23][CH2:24][N:19]([C:2]2[CH:3]=[N:4][CH:5]=[C:6]([N+:9]([O-:11])=[O:10])[C:7]=2[NH2:8])[CH2:20][CH2:21]1. Procedure: A solution of 3-bromo-5-nitropyridin-4-amine (XLVI) (1 eq.), in neat morpholine in a sealed tube was heated at 120-140° C. overnight. The solution was poured into a mixture of EtOAc and water. The organic layer was separated. The aqueous layer was extracted with EtOAc. The combined organic layers was washed with brine, dried over MgSO4 and concentrated to get a residue. The crude product was purified on a silica gel column eluting with chloroform:MeOH gradient. The fractions containing product w... The reactants are C(=C)(C)C1=CC=C(C=C1)O (p-isopropenyl phenol), C(C)(=O)OC(C)=O (acetic acid anhydride), C(Cl)Cl (methylene chloride). The solvent is [OH-].[Na+] (sodium hydroxide). Run at temperature 10 celsius. Yields the product CC(=O)CC(=O)O (diacetate), C(=C)(C)C1=CC=C(C=C1)O (p-isopropenyl phenol). RXN SMILES: [C:1]([C:4]1[CH:9]=[CH:8][C:7]([OH:10])=[CH:6][CH:5]=1)([CH3:3])=[CH2:2].C(Cl)Cl.C([O:17][C:18](=[O:20])[CH3:19])(=O)C>[OH-].[Na+]>[CH3:6][C:7]([CH2:19][C:18]([OH:17])=[O:20])=[O:10].[C:1]([C:4]1[CH:9]=[CH:8][C:7]([OH:10])=[CH:6][CH:5]=1)([CH3:3])=[CH2:2] |f:3.4|. Procedure: 240 g (0.9 mol) of dimeric p-isopropenyl phenol are dissolved under nitrogen in 800 g of 10% by weight aqueous sodium hydroxide. 400 ml of methylene chloride are then added and the reaction mixture is cooled to 10° C. 375 g (3.6 mols) of acetic acid anhydride are added dropwise with stirring at that temperature, and the mixture subsequently stirred for another hour at 5° to 10° C. The aqueous phase is then separated off, the organic phase is washed with water, bicarbonate solution and again with...